Dataset: the Open Reaction Database (ORD), a public repository of structured organic reaction records. Task: describe an organic reaction: reactants, conditions, products, and yield Starting materials: COC([C@H](C(C)C)NS(=O)(=O)C1=CC=C(C=C1)C1=CC=C(C=C1)NC(=O)C=1OC2=C(C1C)C(=CC=C2)OC(C)C)=O ((S)-2-{4′-[(4-isopropoxy-3-methyl-benzofuran-2-carbonyl)-amino]-biphenyl-4-sulfonylamino}-3-methyl-butyric acid methyl ester), [Li+].[OH-] (LiOH). Solvent: C1CCOC1 (THF). Reaction conditions: time 6 day. Product: C(C)(C)OC1=CC=CC2=C1C(=C(O2)C(=O)NC2=CC=C(C=C2)C2=CC=C(C=C2)S(=O)(=O)N[C@H](C(=O)O)C(C)C)C ((S)-2-{4′-[(4-isopropoxy-3-methyl-benzofuran-2-carbonyl)-amino]-biphenyl-4-sulfonylamino}-3-methyl-butyric acid). The yield is 79.2%. Reaction SMILES: C[O:2][C:3](=[O:41])[C@@H:4]([NH:8][S:9]([C:12]1[CH:17]=[CH:16][C:15]([C:18]2[CH:23]=[CH:22][C:21]([NH:24][C:25]([C:27]3[O:28][C:29]4[CH:36]=[CH:35][CH:34]=[C:33]([O:37][CH:38]([CH3:40])[CH3:39])[C:30]=4[C:31]=3[CH3:32])=[O:26])=[CH:20][CH:19]=2)=[CH:14][CH:13]=1)(=[O:11])=[O:10])[CH:5]([CH3:7])[CH3:6].[Li+].[OH-]>C1COCC1>[CH:38]([O:37][C:33]1[C:30]2[C:31]([CH3:32])=[C:27]([C:25]([NH:24][C:21]3[CH:20]=[CH:19][C:18]([C:15]4[CH:16]=[CH:17][C:12]([S:9]([NH:8][C@@H:4]([CH:5]([CH3:7])[CH3:6])[C:3]([OH:41])=[O:2])(=[O:10])=[O:11])=[CH:13][CH:14]=4)=[CH:23][CH:22]=3)=[O:26])[O:28][C:29]=2[CH:36]=[CH:35][CH:34]=1)([CH3:40])[CH3:39] |f:1.2|. Reported procedure: To 370 mg (S)-2-{4′-[(4-isopropoxy-3-methyl-benzofuran-2-carbonyl)-amino]-biphenyl-4-sulfonylamino}-3-methyl-butyric acid methyl ester dissolved in 2 mL of THF was added 3 mL of LiOH solution (3.6 g LiOH/50 mL MeOH/50 mL H2O). The mixture was stirred at room temperature for 6 days. The solvents were removed under vacuum and the residue was dissolved in 5 mL of water. The solution was acidified and the resulting suspension was filtered. The solid product was dried under vacuum to give 286 mg of (... The reactants are CCOC(=O)NN, CN(C)c1ccc(Cl)nn1, O. Yields the product Cl, CCOC(=O)NNc1ccc(N(C)C)nn1. As a reaction SMILES: [C:11](=[O:12])([O:13][CH2:14][CH3:15])[NH:16][NH2:17].[Cl:1][c:2]1[n:3][n:4][c:5]([N:8]([CH3:9])[CH3:10])[cH:6][cH:7]1.[OH2:18]>>[ClH:1].[c:2]1([NH:17][NH:16][C:11](=[O:12])[O:13][CH2:14][CH3:15])[n:3][n:4][c:5]([N:8]([CH3:9])[CH3:10])[cH:6][cH:7]1.